The task is: describe an organic reaction: reactants, conditions, products, and yield. This data is from the Open Reaction Database (ORD), a public repository of structured organic reaction records. Reactants: [Cl-].[NH4+] (ammonium chloride), C(CCCCCCCCCCC)OC1=CC=C(C=C1)CC(=O)N[C@@H](CC(=O)OCC)C(=O)OCC (diethyl N-(4-dodecyloxyphenylacetyl)aspartate), CI (methyl iodide), [H-].[Na+] (sodium hydride). The solvent is CN(C=O)C (N,N-dimethylformamide). Reaction conditions: time 30 minute. The product is C(CCCCCCCCCCC)OC1=CC=C(C=C1)CC(=O)N([C@@H](CC(=O)OCC)C(=O)OCC)C (diethyl N-(4-dodecyloxyphenylacetyl)-N-methylaspartate). As a reaction SMILES: [CH2:1]([O:13][C:14]1[CH:19]=[CH:18][C:17]([CH2:20][C:21]([NH:23][C@H:24]([C:31]([O:33][CH2:34][CH3:35])=[O:32])[CH2:25][C:26]([O:28][CH2:29][CH3:30])=[O:27])=[O:22])=[CH:16][CH:15]=1)[CH2:2][CH2:3][CH2:4][CH2:5][CH2:6][CH2:7][CH2:8][CH2:9][CH2:10][CH2:11][CH3:12].[CH3:36]I.[H-].[Na+].[Cl-].[NH4+]>CN(C)C=O>[CH2:1]([O:13][C:14]1[CH:15]=[CH:16][C:17]([CH2:20][C:21]([N:23]([CH3:36])[C@H:24]([C:31]([O:33][CH2:34][CH3:35])=[O:32])[CH2:25][C:26]([O:28][CH2:29][CH3:30])=[O:27])=[O:22])=[CH:18][CH:19]=1)[CH2:2][CH2:3][CH2:4][CH2:5][CH2:6][CH2:7][CH2:8][CH2:9][CH2:10][CH2:11][CH3:12] |f:2.3,4.5|. Reported procedure: To the solution of diethyl N-(4-dodecyloxyphenylacetyl)aspartate (2.0 g, 4.1 m mol) and methyl iodide (0.76 ml) in N,N-dimethylformamide (20 ml) was added sodium hydride (60% oil, 0.2 g, 4.8 m mol) under ice cooling and the resulting mixture was stirred for 30 minutes. A saturated aqueous solution of ammonium chloride (50 ml) was added to the reaction mixture and the mixture was extracted with IPE. The organic layer was washed with water, dried and concentrated under reduced pressure to obtain c... The reactants are BrC(C(=O)C=1C=CC2=C(N(C(CS2)=O)C)C1)C (6-(2-bromopropionyl)-4-methyl-3-oxo-3,4-dihydro-2H-1,4-benzothiazine), NC1=NC=CC=C1 (2-aminopyridine). Product: CC1=C(N=C2N1C=CC=C2)C=2C=CC1=C(N(C(CS1)=O)C)C2 (6-(3-Methylimidazo[1,2-a]pyridin-2-yl)-4-methyl-3-oxo-3,4-dihydro-2H-1,4-benzothiazine). The yield is 67.9%. RXN SMILES: Br[CH:2]([CH3:17])[C:3]([C:5]1[CH:6]=[CH:7][C:8]2[S:13][CH2:12][C:11](=[O:14])[N:10]([CH3:15])[C:9]=2[CH:16]=1)=O.[NH2:18][C:19]1[CH:24]=[CH:23][CH:22]=[CH:21][N:20]=1>>[CH3:17][C:2]1[N:20]2[CH:21]=[CH:22][CH:23]=[CH:24][C:19]2=[N:18][C:3]=1[C:5]1[CH:6]=[CH:7][C:8]2[S:13][CH2:12][C:11](=[O:14])[N:10]([CH3:15])[C:9]=2[CH:16]=1. Reported procedure: 6-(3-Methylimidazo[1,2-a]pyridin-2-yl)-4-methyl-3-oxo-3,4-dihydro-2H-1,4-benzothiazine (2.1 g) was prepared in the substantially same manner as that of Example 4 from 6-(2-bromopropionyl)-4-methyl-3-oxo-3,4-dihydro-2H-1,4-benzothiazine (3.14 g) and 2-aminopyridine (2.85 g). The reactants are C(C1=CC=CC=C1)OC1=CC=C(C=C1)C(C(=O)O)OC ((RS)-(4-Benzyloxy-phenyl)-methoxy-acetic acid), NCC1=CC=C(C#N)C=C1 (4-aminomethyl benzonitrile). Product: C(C1=CC=CC=C1)OC1=CC=C(C=C1)C(C(=O)NCC1=CC=C(C=C1)C#N)OC ((RS)-2-(4-benzyloxy-phenyl)-N-(4-cyano-benzyl)-2-methoxy-acetamide). Reaction SMILES: [CH2:1]([O:8][C:9]1[CH:14]=[CH:13][C:12]([CH:15]([O:19][CH3:20])[C:16]([OH:18])=O)=[CH:11][CH:10]=1)[C:2]1[CH:7]=[CH:6][CH:5]=[CH:4][CH:3]=1.[NH2:21][CH2:22][C:23]1[CH:30]=[CH:29][C:26]([C:27]#[N:28])=[CH:25][CH:24]=1>>[CH2:1]([O:8][C:9]1[CH:10]=[CH:11][C:12]([CH:15]([O:19][CH3:20])[C:16]([NH:28][CH2:27][C:26]2[CH:29]=[CH:30][C:23]([C:22]#[N:21])=[CH:24][CH:25]=2)=[O:18])=[CH:13][CH:14]=1)[C:2]1[CH:3]=[CH:4][CH:5]=[CH:6][CH:7]=1. Procedure: (RS)-(4-Benzyloxy-phenyl)-methoxy-acetic acid was coupled with 4-aminomethyl benzonitrile to give (RS)-2-(4-benzyloxy-phenyl)-N-(4-cyano-benzyl)-2-methoxy-acetamide according to general procedure B. Colorless solid. MS 387.3 ([M+H]+)